Dataset: the Open Reaction Database (ORD), a public repository of structured organic reaction records. Task: describe an organic reaction: reactants, conditions, products, and yield Starting materials: NC1=C(C(=O)N)C=C(C(=C1)OC)OCC1=CC=CC=C1 (2-Amino-4-methoxy-5-benzyloxybenzamide), C(C)OC(OCC)OCC (triethylorthoformate). Product: COC1=C(C=C2C=NC(NC2=C1)=O)OCC1=CC=CC=C1 (7-methoxy-6-benzyloxyquinazolone). As a reaction SMILES: [NH2:1][C:2]1[CH:10]=[C:9]([O:11][CH3:12])[C:8]([O:13][CH2:14][C:15]2[CH:20]=[CH:19][CH:18]=[CH:17][CH:16]=2)=[CH:7][C:3]=1[C:4]([NH2:6])=O.[CH2:21]([O:23]C(OCC)OCC)C>>[CH3:12][O:11][C:9]1[CH:10]=[C:2]2[C:3]([CH:4]=[N:6][C:21](=[O:23])[NH:1]2)=[CH:7][C:8]=1[O:13][CH2:14][C:15]1[CH:20]=[CH:19][CH:18]=[CH:17][CH:16]=1. Reported procedure: 2-Amino-4-methoxy-5-benzyloxybenzamide (JMC, 20, 146) (5 g) was mixed with triethylorthoformate (15 ml) and refluxed overnight. The reaction solution was cooled and triturated with EtOAc (40 ml) then filtered to give 7-methoxy-6-benzyloxyquinazolone (3.2 g). This product was mixed with DIPEA (15 ml) and to the solution was added POCl3 (3 ml) slowly. The reaction mixture was refluxed for 30 minutes and cooled, then poured into a stirred mixture of ice and CHCl3. The solution was further extracted... Starting materials: O=C([O-])[O-], Cc1ccc(S(=O)(=O)OCC2CCN(C(=O)OC(C)(C)C)CC2)cc1, CC(C)CC(NS(=O)(=O)c1ccc(Cl)cc1)C(N)=O, [Cs+], [Cs+], CN(C)C=O. Product: CC(C)CC(C(N)=O)N(CC1CCN(C(=O)OC(C)(C)C)CC1)S(=O)(=O)c1ccc(Cl)cc1. RXN SMILES: [C:20](=[O:21])([O-:22])[O-:23].[C:26]([CH3:27])([CH3:28])([CH3:29])[O:30][C:31](=[O:32])[N:33]1[CH2:34][CH2:35][CH:36]([CH2:39][O:40][S:41]([c:42]2[cH:43][cH:44][c:45]([CH3:46])[cH:47][cH:48]2)(=[O:49])=[O:50])[CH2:37][CH2:38]1.[Cl:1][c:2]1[cH:3][cH:4][c:5]([S:8](=[O:9])(=[O:10])[NH:11][CH:12]([C:13](=[O:14])[NH2:15])[CH2:16][CH:17]([CH3:18])[CH3:19])[cH:6][cH:7]1.[Cs+:24].[Cs+:25].[O:51]=[CH:52][N:53]([CH3:54])[CH3:55]>>[Cl:1][c:2]1[cH:3][cH:4][c:5]([S:8](=[O:9])(=[O:10])[N:11]([CH:12]([C:13](=[O:14])[NH2:15])[CH2:16][CH:17]([CH3:18])[CH3:19])[CH2:39][CH:36]2[CH2:35][CH2:34][N:33]([C:31]([O:30][C:26]([CH3:27])([CH3:28])[CH3:29])=[O:32])[CH2:38][CH2:37]2)[cH:6][cH:7]1. The reactants are CC(C)(C)OC(=O)NC1CC=C(CCl)CN(OCc2ccccc2)C1=O, C1COCCN1, CC#N. Yields the product CC(C)(C)OC(=O)NC1CC=C(CN2CCOCC2)CN(OCc2ccccc2)C1=O. As a reaction SMILES: [C:1]([CH3:2])([CH3:3])([CH3:4])[O:5][C:6]([NH:7][CH:8]1[C:9](=[O:25])[N:10]([O:17][CH2:18][c:19]2[cH:20][cH:21][cH:22][cH:23][cH:24]2)[CH2:11][C:12]([CH2:15][Cl:16])=[CH:13][CH2:14]1)=[O:26].[CH2:27]1[CH2:28][O:29][CH2:30][CH2:31][NH:32]1.[CH3:33][C:34]#[N:35]>>[C:1]([CH3:2])([CH3:3])([CH3:4])[O:5][C:6]([NH:7][CH:8]1[C:9](=[O:25])[N:10]([O:17][CH2:18][c:19]2[cH:20][cH:21][cH:22][cH:23][cH:24]2)[CH2:11][C:12]([CH2:15][N:32]2[CH2:27][CH2:28][O:29][CH2:30][CH2:31]2)=[CH:13][CH2:14]1)=[O:26]. The reactants are II (iodine), C1(=CC=CC=C1)NC(C1=CC=NC=C1)=O (N-phenylisonicotinamide), saturated solution, S(=O)(=O)([O-])S(=O)[O-].[K+].[K+] (potassium meta-bisulfite), [Li]CCCC (nBuLi), [Li]CCCC (nBuLi). The solvent is C1CCOC1 (THF), C1CCOC1 (THF), C(Cl)Cl (CH2Cl2), Hexanes. Conditions: temperature -69 celsius, time 14 hour. Product: C1(=CC=CC=C1)NC(C1=C(C=NC=C1)I)=O (N-Phenyl-3-iodoisonicotinamide). Reaction SMILES: [C:1]1([NH:7][C:8](=[O:15])[C:9]2[CH:14]=[CH:13][N:12]=[CH:11][CH:10]=2)[CH:6]=[CH:5][CH:4]=[CH:3][CH:2]=1.[Li]CCCC.[I:21]I.S(S([O-])=O)([O-])(=O)=O.[K+].[K+]>C(Cl)Cl.C1COCC1>[C:1]1([NH:7][C:8](=[O:15])[C:9]2[CH:14]=[CH:13][N:12]=[CH:11][C:10]=2[I:21])[CH:6]=[CH:5][CH:4]=[CH:3][CH:2]=1 |f:3.4.5|. Reported procedure: Into a 4-necked RBF equipped with an overhead stirrer and a J-Kem internal temperature probe was placed N-phenylisonicotinamide (35.1 g, 0.18 mol) and anhydrous THF (700 ml). All material appeared to go into solution. This mixture was cooled to −69° C. in a dry ice/IPA bath. To this was slowly added nBuLi (156 ml of a 2.5 M in Hexanes) in two portions. While adding the first equivalent of nBuLi, an exotherm was observed raising the temperature to approx. −41° C. The orange reaction mixture was s... Starting materials: ClC1=NC(=C2N=CN(C2=N1)C(CC)CC)Cl (2,6-dichoro-9-(1-ethylpropyl)-9H-purine), C(CCC)O (butanol), NC1=CC=C(C(=O)OCC)C=C1 (ethyl 4-amino-benzoate). Solvent: C(C)(C)O (isopropanol). Reaction conditions: time 22 hour. Product: ClC1=NC(=C2N=CN(C2=N1)C(CC)CC)NC1=CC=C(C(=O)OCC)C=C1 (ethyl 4-[[2-chloro-9-(1-ethylpropyl)-9H-purin-6-yl]-amino]-benzoate). Yield: 69.8%. As a reaction SMILES: [Cl:1][C:2]1[N:10]=[C:9]2[C:5]([N:6]=[CH:7][N:8]2[CH:11]([CH2:14][CH3:15])[CH2:12][CH3:13])=[C:4](Cl)[N:3]=1.C(O)CCC.[NH2:22][C:23]1[CH:33]=[CH:32][C:26]([C:27]([O:29][CH2:30][CH3:31])=[O:28])=[CH:25][CH:24]=1>C(O)(C)C>[Cl:1][C:2]1[N:10]=[C:9]2[C:5]([N:6]=[CH:7][N:8]2[CH:11]([CH2:14][CH3:15])[CH2:12][CH3:13])=[C:4]([NH:22][C:23]2[CH:24]=[CH:25][C:26]([C:27]([O:29][CH2:30][CH3:31])=[O:28])=[CH:32][CH:33]=2)[N:3]=1. Procedure: The operation is carried out as in Stage 2 of Example 3 starting from 200 mg of the product obtained in Stage 1 of Example 3 and 4 ml of butanol and using 158 mg of ethyl 4-amino-benzoate in place of the benzylamine. Agitation is carried out at ambient temperature then the reaction medium is taken to a temperature of 80 to 85° C. for 22 hours, left to return to ambient temperature, diluted with 4 ml of isopropanol, left for two days at a temperature of approximately 0° C., followed by separating... Starting materials: [OH-].[Na+] (sodium hydroxide), C(CO)(=O)O (glycolic acid), [O-2].[La+3].[O-2].[O-2].[La+3] (lanthanum oxide), C1(\C=C/C(=O)O1)=O (maleic anhydride). Run in O (water). Product: C(=O)(O)COC(C(=O)[O-])CC(=O)[O-].[Na+].[Na+].[Na+] (trisodium carboxymethoxysuccinate). Reaction SMILES: [C:1]1(=[O:7])[O:6][C:4](=[O:5])[CH:3]=[CH:2]1.[C:8]([OH:12])(=[O:11])[CH2:9][OH:10].[O-2:13].[La+3].[O-2].[O-2].[La+3].[OH-].[Na+:19]>O>[C:8]([CH2:9][O:10][CH:2]([CH2:3][C:4]([O-:13])=[O:5])[C:1]([O-:6])=[O:7])([OH:12])=[O:11].[Na+:19].[Na+:19].[Na+:19] |f:2.3.4.5.6,7.8,10.11.12.13|. Procedure details: An amount of 19.6 g of maleic anhydride was dissolved into 50 g of water. Then, 21.7 g of a 70 weight % aqueous glycolic acid solution and 1.6 g of lanthanum oxide (molar ratio to maleic anhydride: 0.025) were added thereto, and the resultant reaction liquid was stirred at room temperature until it became homogeneous. After this stirring, the pH of the reaction liquid was adjusted to 8.5 with sodium hydroxide to carry out a reaction at 80° C. for 10 hours. After the end of the reaction, the same... Starting materials: COC=1C=C2C=CC=NC2=C(C1)N1CCN(CC1)C1CCNCC1 (6-methoxy-8-(4-piperidin-4-ylpiperazin-1-yl)quinoline), BrCC=1C=CC=C2C=CC=NC12 (8-(bromo)methylquinoline), C(=O)([O-])[O-].[K+].[K+] (K2CO3). The solvent is CS(=O)C (dimethylsulfoxide). Reaction conditions: temperature 70 celsius, time 18 hour. Yields the product COC=1C=C2C=CC=NC2=C(C1)N1CCN(CC1)C1CCN(CC1)CC=1C=CC=C2C=CC=NC12 (6-Methoxy-8-{4-[1-(quinolin-8-ylmethyl)piperidin-4-yl]piperazin-1-yl}quinoline). RXN SMILES: [CH3:1][O:2][C:3]1[CH:4]=[C:5]2[C:10](=[C:11]([N:13]3[CH2:18][CH2:17][N:16]([CH:19]4[CH2:24][CH2:23][NH:22][CH2:21][CH2:20]4)[CH2:15][CH2:14]3)[CH:12]=1)[N:9]=[CH:8][CH:7]=[CH:6]2.Br[CH2:26][C:27]1[CH:28]=[CH:29][CH:30]=[C:31]2[C:36]=1[N:35]=[CH:34][CH:33]=[CH:32]2.C([O-])([O-])=O.[K+].[K+]>CS(C)=O>[CH3:1][O:2][C:3]1[CH:4]=[C:5]2[C:10](=[C:11]([N:13]3[CH2:14][CH2:15][N:16]([CH:19]4[CH2:24][CH2:23][N:22]([CH2:26][C:27]5[CH:28]=[CH:29][CH:30]=[C:31]6[C:36]=5[N:35]=[CH:34][CH:33]=[CH:32]6)[CH2:21][CH2:20]4)[CH2:17][CH2:18]3)[CH:12]=1)[N:9]=[CH:8][CH:7]=[CH:6]2 |f:2.3.4|. Reported procedure: To a mixture of 6-methoxy-8-(4-piperidin-4-ylpiperazin-1-yl)quinoline (Step 2, 0.06 g) and 8-(bromo)methylquinoline (commercially available, 0.055 g) in anhydrous dimethylsulfoxide (5 mL) was added anhydrous K2CO3 (0.051 g). The resulting mixture was stirred at 70° C. for 18 hours. The reaction mixture was cooled to room temperature and partitioned between ethyl acetate and water. The organic layer was washed with water and brine and was then dried over anhydrous Na2SO4, filtered and concentrate... Starting materials: O (water), C(C)(C)[N-]C(C)C.[Li+] (lithium diisopropylamide), CC1=CC=CC=2N1C=CN2 (5-metylimidazo[1,2-a]pyridine), BrCCCCCl (1-bromo-4-chlorobutane). The solvent is O1CCCC1 (tetrahydrofuran). Reaction conditions: time 15 minute. Product: ClCCCCCC1=CC=CC=2N1C=CN2 (5-(5-chloropentyl)imidazo[1,2-a]pyridine). As a reaction SMILES: C([N-]C(C)C)(C)C.[Li+].[CH3:9][C:10]1[N:15]2[CH:16]=[CH:17][N:18]=[C:14]2[CH:13]=[CH:12][CH:11]=1.Br[CH2:20][CH2:21][CH2:22][CH2:23][Cl:24].O>O1CCCC1>[Cl:24][CH2:23][CH2:22][CH2:21][CH2:20][CH2:9][C:10]1[N:15]2[CH:16]=[CH:17][N:18]=[C:14]2[CH:13]=[CH:12][CH:11]=1 |f:0.1|. Procedure details: In an argon atmosphere, 51.5 ml (103 mmol) of a 2M lithium diisopropylamide solution (produced by Aldrich Company) was added to a solution of 13.6 g (103 mmol) of 5-metylimidazo[1,2-a]pyridine in 100 ml of tetrahydrofuran at -78° C. After stirring at constant temperature for 15 minutes, 17.64 g (103 mmol) of 1-bromo-4-chlorobutane was added, followed by stirring for 1 more hour. After stirring at 0° C. for 1 hour, the reaction mixture was poured into water, extracted with ethyl acetate, washed w... Starting materials: N(=O)[O-].[Na+] (sodium nitrite), ClC=1C=C(C=CC1)C1=CC(=NC2=CC=C(C=C12)C(O)(C1=NN=C(N1C)S)C1=CC=C(C=C1)Cl)C (4-(3-chlorophenyl)-α-(4-chlorophenyl)-α-(5-mercapto-4-methyl-4H-1,2,4-triazol-3-yl)-2-methyl-6-quinolinemethanol), C([O-])([O-])=O.[K+].[K+] (potassium carbonate). The solvent is [N+](=O)(O)[O-] (nitric acid), O (water), C1CCOC1 (THF). Run at temperature 5 celsius, time 5 minute. The product is O.ClC=1C=C(C=CC1)C1=CC(=NC2=CC=C(C=C12)C(O)(C1=NN=CN1C)C1=CC=C(C=C1)Cl)C (4-(3-chlorophenyl)-α-(4-chlorophenyl)-2-methyl-α-(4-methyl-4H-1,2,4-triazol-3-yl)-6-quinolinemethanol monohydrate). Yield: 101.3%. As a reaction SMILES: [Cl:1][C:2]1[CH:3]=[C:4]([C:8]2[C:17]3[C:12](=[CH:13][CH:14]=[C:15]([C:18]([C:27]4[CH:32]=[CH:31][C:30]([Cl:33])=[CH:29][CH:28]=4)([C:20]4[N:24]([CH3:25])[C:23](S)=[N:22][N:21]=4)[OH:19])[CH:16]=3)[N:11]=[C:10]([CH3:34])[CH:9]=2)[CH:5]=[CH:6][CH:7]=1.N([O-])=O.[Na+].C(=O)([O-])[O-].[K+].[K+]>C1COCC1.[N+]([O-])(O)=O.O>[OH2:19].[Cl:1][C:2]1[CH:3]=[C:4]([C:8]2[C:17]3[C:12](=[CH:13][CH:14]=[C:15]([C:18]([C:27]4[CH:28]=[CH:29][C:30]([Cl:33])=[CH:31][CH:32]=4)([C:20]4[N:24]([CH3:25])[CH:23]=[N:22][N:21]=4)[OH:19])[CH:16]=3)[N:11]=[C:10]([CH3:34])[CH:9]=2)[CH:5]=[CH:6][CH:7]=1 |f:1.2,3.4.5,9.10|. Procedure: A mixture of 4-(3-chlorophenyl)-α-(4-chlorophenyl)-α-(5-mercapto-4-methyl-4H-1,2,4-triazol-3-yl)-2-methyl-6-quinolinemethanol (0.0020 mol), obtained in Example B14a, in THF (5 ml) was added dropwise at 5° C. to a mixture of sodium nitrite (0.0020 mol) in nitric acid (2 ml) and water (2 ml). The mixture was stirred at 5° C. for 5 minutes, poured out into potassium carbonate 10% and extracted with EtOAc. The organic layer was separated, dried (MgSO4), filtered, and the solvent was evaporated. The ...